This data is from the Open Reaction Database (ORD), a public repository of structured organic reaction records. The task is: describe an organic reaction: reactants, conditions, products, and yield Reactants: C1COCCOCCOCCOCCO1, C1CCOC1, C=CCCC(C)=CC(=O)O, C=CCCCC1CC(OS(=O)(=O)C(F)(F)F)CC(OC)(C2CSC(=O)N2Cc2ccc(OC)cc2)O1, [H-], [Na+]. Yields the product C=CCCCC1CC(OC(=O)C=C(C)CCC=C)CC(OC)(C2CSC(=O)N2Cc2ccc(OC)cc2)O1. Reaction SMILES: [CH2:13]1[O:14][CH2:15][CH2:16][O:17][CH2:18][CH2:19][O:20][CH2:21][CH2:22][O:23][CH2:24][CH2:25][O:26][CH2:27]1.[CH2:64]1[O:65][CH2:66][CH2:67][CH2:68]1.[CH3:3][C:4](=[CH:5][C:6](=[O:7])[OH:8])[CH2:9][CH2:10][CH:11]=[CH2:12].[F:28][C:29]([F:30])([F:31])[S:32]([O:33][CH:34]1[CH2:35][C:36]([CH:45]2[N:46]([CH2:51][c:52]3[cH:53][cH:54][c:55]([O:58][CH3:59])[cH:56][cH:57]3)[C:47](=[O:50])[S:48][CH2:49]2)([O:60][CH3:61])[O:37][CH:38]([CH2:40][CH2:41][CH2:42][CH:43]=[CH2:44])[CH2:39]1)(=[O:62])=[O:63].[H-:2].[Na+:1]>>[CH3:3][C:4](=[CH:5][C:6]([O:7][CH:34]1[CH2:35][C:36]([CH:45]2[N:46]([CH2:51][c:52]3[cH:53][cH:54][c:55]([O:58][CH3:59])[cH:56][cH:57]3)[C:47](=[O:50])[S:48][CH2:49]2)([O:60][CH3:61])[O:37][CH:38]([CH2:40][CH2:41][CH2:42][CH:43]=[CH2:44])[CH2:39]1)=[O:8])[CH2:9][CH2:10][CH:11]=[CH2:12]. Starting materials: N(=C=O)C1=CC2=C(OCO2)C=C1 (5-isocyanato-benzo[1,3]dioxole), NC(C(=O)OC(C)(C)C)CNC1=NC=NC(=C1CC)N1CCC(CC1)C1=NC=2NCCCC2C=C1 (tert-butyl 2-amino-3-{5-ethyl-6-[4-(5,6,7,8-tetrahydro-[1,8]naphthyridin-2-yl)-piperidin-1-yl]-pyrimidin-4-ylamino}-propionate). The solvent is O1CCCC1 (tetrahydrofuran), O1CCCC1 (tetrahydrofuran). Run at time 30 minute. Product: O1COC2=C1C=CC(=C2)NC(NC(C(=O)OC(C)(C)C)CNC2=NC=NC(=C2CC)N2CCC(CC2)C2=NC=1NCCCC1C=C2)=O (tert-butyl 2-(3-benzo[1,3]dioxol-5-yl-ureido)-3-{5-ethyl-6-[4-(5,6,7,8-tetrahydro-[1,8]naphthyridin-2-yl)-piperidin-1-yl]-pyrimidin-4-ylamino}-propionate). Isolated yield 45.0%. As a reaction SMILES: [N:1]([C:4]1[CH:12]=[CH:11][C:7]2[O:8][CH2:9][O:10][C:6]=2[CH:5]=1)=[C:2]=[O:3].[NH2:13][CH:14]([CH2:22][NH:23][C:24]1[C:29]([CH2:30][CH3:31])=[C:28]([N:32]2[CH2:37][CH2:36][CH:35]([C:38]3[CH:47]=[CH:46][C:45]4[CH2:44][CH2:43][CH2:42][NH:41][C:40]=4[N:39]=3)[CH2:34][CH2:33]2)[N:27]=[CH:26][N:25]=1)[C:15]([O:17][C:18]([CH3:21])([CH3:20])[CH3:19])=[O:16]>O1CCCC1>[O:8]1[C:7]2[CH:11]=[CH:12][C:4]([NH:1][C:2](=[O:3])[NH:13][CH:14]([CH2:22][NH:23][C:24]3[C:29]([CH2:30][CH3:31])=[C:28]([N:32]4[CH2:33][CH2:34][CH:35]([C:38]5[CH:47]=[CH:46][C:45]6[CH2:44][CH2:43][CH2:42][NH:41][C:40]=6[N:39]=5)[CH2:36][CH2:37]4)[N:27]=[CH:26][N:25]=3)[C:15]([O:17][C:18]([CH3:19])([CH3:21])[CH3:20])=[O:16])=[CH:5][C:6]=2[O:10][CH2:9]1. Procedure details: 34 mg (0.207 mmoles) of 5-isocyanato-benzo[1,3]dioxole in solution in 3 ml of tetrahydrofuran is added to 120 mg (0.207 mmoles) of tert-butyl 2-amino-3-{5-ethyl-6-[4-(5,6,7,8-tetrahydro-[1,8]naphthyridin-2-yl)-piperidin-1-yl]-pyrimidin-4-ylamino}-propionate in solution in 5 ml of tetrahydrofuran. The reaction mixture is stirred at ambient temperature for 3 hours and 30 minutes. Then, the solvent is evaporated off under reduced pressure (2 kPa) and the residue is chromatographed on silica gel wit... Starting materials: CC(C)(C)OC(=O)N1CC(SC(c2ccccc2)(c2ccccc2)c2ccccc2)CC1CNCc1cc(F)ccc1F, Fc1ccc(F)c(CBr)c1. Product: CC(C)(C)OC(=O)N1CC(SC(c2ccccc2)(c2ccccc2)c2ccccc2)CC1CN(Cc1cc(F)ccc1F)Cc1cc(F)ccc1F. Reaction SMILES: [C:1]([CH3:2])([CH3:3])([CH3:4])[O:5][C:6](=[O:7])[N:8]1[CH:9]([CH2:33][NH:34][CH2:35][c:36]2[c:37]([F:43])[cH:38][cH:39][c:40]([F:42])[cH:41]2)[CH2:10][CH:11]([S:13][C:14]([c:15]2[cH:16][cH:17][cH:18][cH:19][cH:20]2)([c:21]2[cH:22][cH:23][cH:24][cH:25][cH:26]2)[c:27]2[cH:28][cH:29][cH:30][cH:31][cH:32]2)[CH2:12]1.[F:44][c:45]1[c:46]([CH2:47][Br:48])[cH:49][c:50]([F:53])[cH:51][cH:52]1>>[C:1]([CH3:2])([CH3:3])([CH3:4])[O:5][C:6](=[O:7])[N:8]1[CH:9]([CH2:33][N:34]([CH2:35][c:36]2[c:37]([F:43])[cH:38][cH:39][c:40]([F:42])[cH:41]2)[CH2:47][c:46]2[c:45]([F:44])[cH:52][cH:51][c:50]([F:53])[cH:49]2)[CH2:10][CH:11]([S:13][C:14]([c:15]2[cH:16][cH:17][cH:18][cH:19][cH:20]2)([c:21]2[cH:22][cH:23][cH:24][cH:25][cH:26]2)[c:27]2[cH:28][cH:29][cH:30][cH:31][cH:32]2)[CH2:12]1.